describe an organic reaction: reactants, conditions, products, and yield From a dataset of the Open Reaction Database (ORD), a public repository of structured organic reaction records. Starting materials: BrCC(=O)NC1=C(C=CC=C1)C(C1=C(C=CC=C1)Cl)=O (2-bromo-2'-(2-chlorobenzoyl)acetanilide), [N-]=[N+]=[N-].[Na+] (sodium azide), solution, [OH-].C(C1=CC=CC=C1)[N+](C)(C)C (benzyltrimethylammonium hydroxide). The solvent is CO (methanol), CO (methanol). Product: N(=[N+]=[N-])C=1C(NC2=CC=CC=C2C1C1=C(C=CC=C1)Cl)=O (3-azido-4-(2-chlorophenyl)carbostyril). As a reaction SMILES: Br[CH2:2][C:3]([NH:5][C:6]1[CH:11]=[CH:10][CH:9]=[CH:8][C:7]=1[C:12](=O)[C:13]1[CH:18]=[CH:17][CH:16]=[CH:15][C:14]=1[Cl:19])=[O:4].[N-:21]=[N+:22]=[N-:23].[Na+].[OH-].C([N+](C)(C)C)C1C=CC=CC=1>CO>[N:21]([C:2]1[C:3](=[O:4])[NH:5][C:6]2[C:7]([C:12]=1[C:13]1[CH:18]=[CH:17][CH:16]=[CH:15][C:14]=1[Cl:19])=[CH:8][CH:9]=[CH:10][CH:11]=2)=[N+:22]=[N-:23] |f:1.2,3.4|. Procedure: To a warm solution of 5.0 g. of 2-bromo-2'-(2-chlorobenzoyl)acetanilide in 100 ml. of methanol was added 1.8 g. of sodium azide. The solution was heated to reflux for 15 minutes. On addition of 0.77 ml. of a 35 percent solution of benzyltrimethylammonium hydroxide in methanol, and standing at room temperature overnight, 1.8 g. of pure (tlc) 3-azido-4-(2-chlorophenyl)carbostyril crystallized and was collected and washed with methanol. On recrystallization from dimethylformamide-methanol, pale yel...